Dataset: the Open Reaction Database (ORD), a public repository of structured organic reaction records. Task: describe an organic reaction: reactants, conditions, products, and yield Reactants: CC(=O)[O-], CC(C)(C)S, CCO, Cl, [K+], O=N[O-], COC(=O)c1c(F)ccc(N)c1C, [Na+], O. Yields the product COC(=O)c1c(F)ccc(N=NSC(C)(C)C)c1C. RXN SMILES: [CH3:19][C:20](=[O:21])[O-:22].[CH3:23][C:24]([CH3:25])([CH3:26])[SH:27].[CH3:30][CH2:31][OH:32].[ClH:28].[K+:18].[N:14]([O-:15])=[O:16].[NH2:1][c:2]1[c:3]([CH3:13])[c:4]([C:5](=[O:6])[O:7][CH3:8])[c:9]([F:12])[cH:10][cH:11]1.[Na+:17].[OH2:29]>>[N:1]([c:2]1[c:3]([CH3:13])[c:4]([C:5](=[O:6])[O:7][CH3:8])[c:9]([F:12])[cH:10][cH:11]1)=[N:14][S:27][C:24]([CH3:23])([CH3:25])[CH3:26].